Dataset: the Open Reaction Database (ORD), a public repository of structured organic reaction records. Task: describe an organic reaction: reactants, conditions, products, and yield The reactants are C(C=C)I (Allyl iodide), C(CCC)C1C(C2=CC=C(C=C2C1)OC)=O (2-butyl-5-methoxy-1-indanone), [H-].[Na+] (sodium hydride). Solvent: CN(C=O)C (DMF), CN(C=O)C (N,N-dimethylformamide), CN(C=O)C (DMF). Reaction conditions: time 25 minute. Yields the product C(C=C)C1(C(C2=CC=C(C=C2C1)OC)=O)CCCC (2-allyl-2-butyl-5-methoxy-1-indanone). Reaction SMILES: [CH2:1]([CH:5]1[CH2:13][C:12]2[C:7](=[CH:8][CH:9]=[C:10]([O:14][CH3:15])[CH:11]=2)[C:6]1=[O:16])[CH2:2][CH2:3][CH3:4].[H-].[Na+].[CH2:19](I)[CH:20]=[CH2:21]>CN(C)C=O>[CH2:21]([C:5]1([CH2:1][CH2:2][CH2:3][CH3:4])[CH2:13][C:12]2[C:7](=[CH:8][CH:9]=[C:10]([O:14][CH3:15])[CH:11]=2)[C:6]1=[O:16])[CH:20]=[CH2:19] |f:1.2|. Procedure: A solution of 2-butyl-5-methoxy-1-indanone (500 mg, 2.3 mmol) in anhydrous N,N-dimethylformamide (DMF, 5 mL) was added to a suspension of sodium hydride (100 mg of a 60% dispersion in mineral oil, 2.5 mmol) in DMF (5 mL). The mixture was diluted with more DMF (2 mL, used to rinse in the indanone solution), placed under a nitrogen atmosphere, and stirred at room temperature for 25 minutes. Allyl iodide (0.32 mL, 3.5 mmol) was then added over 5 minutes, during which time the mixture clarified. Aft... The reactants are COC1=C(C=C(C=C1)OC)C(CN1N=C(C=C1C(=O)OCC)C=1C=NC=CC1)=O (ethyl 1-(2-(2,5-dimethoxyphenyl)-2-oxoethyl)-3-(pyridin-3-yl)-1H-pyrazole-5-carboxylate), Br (HBr), C[Si](C1=NNC(=C1)C(=O)OCC)(C)C (ethyl 3-(trimethylsilyl)-1H-pyrazole-5-carboxylate), BrCC(=O)C=1C=NC=CC1 (2-bromo-1-(pyridin-3-yl)ethanone). The product is O=C(CN1N=C(C=C1[Si](C)(C)C)C(=O)OCC)C=1C=NC=CC1 (Ethyl 1-(2-oxo-2-(pyridin-3-yl)ethyl)-5-(trimethylsilyl)-1H-pyrazole-3-carboxylate). As a reaction SMILES: COC1C=CC(OC)=CC=1C(=O)CN1C(C(OCC)=O)=CC(C2C=NC=CC=2)=N1.[CH3:30][Si:31]([CH3:43])([CH3:42])[C:32]1[CH:36]=[C:35]([C:37]([O:39][CH2:40][CH3:41])=[O:38])[NH:34][N:33]=1.Br[CH2:45][C:46]([C:48]1[CH:49]=[N:50][CH:51]=[CH:52][CH:53]=1)=[O:47].Br>>[O:47]=[C:46]([C:48]1[CH:49]=[N:50][CH:51]=[CH:52][CH:53]=1)[CH2:45][N:33]1[C:32]([Si:31]([CH3:42])([CH3:43])[CH3:30])=[CH:36][C:35]([C:37]([O:39][CH2:40][CH3:41])=[O:38])=[N:34]1. Procedure details: This compound was made in an analogous fashion to ethyl 1-(2-(2,5-dimethoxyphenyl)-2-oxoethyl)-3-(pyridin-3-yl)-1H-pyrazole-5-carboxylate using ethyl 3-(trimethylsilyl)-1H-pyrazole-5-carboxylate and 2-bromo-1-(pyridin-3-yl)ethanone.HBr (purchased from Aldrich). 1H-NMR δ 9.17 (d, 1H), 8.88 (dd, 1H), 8.24 (ddd, 1H), 7.50 (td, 1H), 7.03 (s, 1H), 5.73 (s, 2H), 4.40 (q, 2H), 1.39 (t, 3H), 0.28 (s, 9H). Calculated mass for C16H21N3O3Si, 331.14, observed, 332.0 (M+1). The reactants are CO (methanol), C(Cl)(Cl)Cl (Chloroform), C (charcoal), FC(CNCC(F)([N+](=O)[O-])[N+](=O)[O-])([N+](=O)[O-])[N+](=O)[O-] (bis(2-fluoro-2,2-dinitroethyl)amine), C(Cl)(Cl)Cl (chloroform), ClC1=C(SC=C1)C(=O)OCC (ethyl chlorothiolformate). The reagents and catalysts are [Ti](Cl)(Cl)(Cl)Cl (titanium tetrachloride). Yields the product FC(CN(C(SCC)=O)CC(F)([N+](=O)[O-])[N+](=O)[O-])([N+](=O)[O-])[N+](=O)[O-] (S-ethyl N,N-bis(2-fluoro-2,2-dinitroethyl)thiocarbamate). Reaction SMILES: [F:1][C:2]([N+:17]([O-:19])=[O:18])([N+:14]([O-:16])=[O:15])[CH2:3][NH:4][CH2:5][C:6]([N+:11]([O-:13])=[O:12])([N+:8]([O-:10])=[O:9])[F:7].C(Cl)(Cl)Cl.Cl[C:25]1C=[CH:28][S:27][C:26]=1C(OCC)=O.C.C[OH:37]>[Ti](Cl)(Cl)(Cl)Cl>[F:1][C:2]([N+:17]([O-:19])=[O:18])([N+:14]([O-:16])=[O:15])[CH2:3][N:4]([CH2:5][C:6]([N+:11]([O-:13])=[O:12])([N+:8]([O-:10])=[O:9])[F:7])[C:28](=[O:37])[S:27][CH2:26][CH3:25]. Reported procedure: A mixture of 55.0 g (0.19 mol) of bis(2-fluoro-2,2-dinitroethyl)amine, 38 ml of chloroform, 40 ml of ethyl chlorothiolformate and 20 ml of titanium tetrachloride was heated in an oil bath at 65°-67° C. for 17 hours (The reaction mixture was protected from atmospheric moisture with a drierite drying tube). Chloroform (100 ml) was added to the warm mixture which was then filtered through celite. The dark colored filtrate was pulled on a rotary evaporator to give a residue which was dissolved in me... Reactants: C(C)OC(=O)CN(C(=O)CCCC)CC(=O)OCC (N,N-bis(ethoxycarbonylmethyl)butanecarboxylic acid amide), CC1(NC(CC(C1)O)(C)C)C (2,2,6,6-tetramethyl-4-piperidinol), CC(C)([O-])C.[K+] (potassium tert-butoxide). Solvent: C1(=CC=CC=C1)C (toluene). Product: CC1(NC(CC(C1)OC(=O)CN(C(=O)CCCC)CC(=O)OC1CC(NC(C1)(C)C)(C)C)(C)C)C (N,N-bis(2,2,6,6-tetramethyl-4-piperidinyloxycarbonylmethyl)butanecarboxylic acid amide). Yield: 152.8%. Reaction SMILES: [CH2:1]([O:3][C:4]([CH2:6][N:7]([CH2:14][C:15]([O:17][CH2:18][CH3:19])=[O:16])[C:8]([CH2:10][CH2:11][CH2:12][CH3:13])=[O:9])=[O:5])[CH3:2].C[C:21]1([CH3:30])[CH2:26]C(O)[CH2:24][C:23]([CH3:29])([CH3:28])[NH:22]1.[CH3:31][C:32]([CH3:35])([O-])[CH3:33].[K+]>C1(C)C=CC=CC=1>[CH3:31][C:32]1([CH3:35])[CH2:33][CH:1]([O:3][C:4]([CH2:6][N:7]([CH2:14][C:15]([O:17][CH:18]2[CH2:29][C:23]([CH3:24])([CH3:28])[NH:22][C:21]([CH3:26])([CH3:30])[CH2:19]2)=[O:16])[C:8]([CH2:10][CH2:11][CH2:12][CH3:13])=[O:9])=[O:5])[CH2:2][C:21]([CH3:30])([CH3:26])[NH:22]1 |f:2.3|. Reported procedure: To the same reactor as in Example 1 were added 23.3 g (0.09 mole) of N,N-bis(ethoxycarbonylmethyl)butanecarboxylic acid amide, 28.2 g (0.18 mole) of 2,2,6,6-tetramethyl-4-piperidinol, 50 ml of toluene and 0.5 g (0.04 mole) of potassium tert-butoxide. Reaction and after-treatment were carried out in the same manner as in Example 1 to obtain 30.3 g of N,N-bis(2,2,6,6-tetramethyl-4-piperidinyloxycarbonylmethyl)butanecarboxylic acid amide as a white crystal (yield, 70%). Melting point, 96°-98° C.